From a dataset of the Open Reaction Database (ORD), a public repository of structured organic reaction records. describe an organic reaction: reactants, conditions, products, and yield The reactants are compound, SC1=NNC(=N1)C (3-mercapto-5-methyl-1,2,4-triazole), ClC=1C2=C(N=CN1)C=CC(=N2)Cl (4,6-dichloro-pyrido[3,2-d]pyrimidine), N1=C(SC2=NC=CC=C21)N (thiazolo[5,4-b]-pyridin-2-yl-amine). The product is CC=1NC(=NN1)SC=1C=CC=2N=CN=C(C2N1)NC=1SC2=NC=CC=C2N1 ([6-(5-Methyl-4H-[1,2,4]triazol-3-ylsulfanyl)-pyrido-[3,2-d]pyrimidin-4-yl)-thiazolo[5,4-b]pyridin-2-yl-amine). Reaction SMILES: Cl[C:2]1[C:3]2[N:11]=[C:10](Cl)[CH:9]=[CH:8][C:4]=2[N:5]=[CH:6][N:7]=1.[N:13]1[C:21]2[C:16](=[N:17][CH:18]=[CH:19][CH:20]=2)[S:15][C:14]=1[NH2:22].[SH:23][C:24]1[N:28]=[C:27]([CH3:29])[NH:26][N:25]=1>>[CH3:29][C:27]1[NH:28][C:24]([S:23][C:10]2[CH:9]=[CH:8][C:4]3[N:5]=[CH:6][N:7]=[C:2]([NH:22][C:14]4[S:15][C:16]5[C:21]([N:13]=4)=[CH:20][CH:19]=[CH:18][N:17]=5)[C:3]=3[N:11]=2)=[N:25][N:26]=1. Procedure: The compound of Example 35 was manufactured by the same method as in Example 31, by a similar method thereto or by a combination of such a method with a conventional method using 4,6-dichloro-pyrido[3,2-d]pyrimidine, thiazolo[5,4-b]-pyridin-2-yl-amine and 3-mercapto-5-methyl-1,2,4-triazole. Starting materials: [B-](F)(F)(F)F.CN(C)C(=[N+](C)C)ON1C(=O)CCC1=O (TSTU), Cl (HCl), C(C)(C)(C)OC(CCCCCCCCCCCCCCCCC(=O)O)=O (Octadecanedioic acid mono-tert-butyl ester), CCN(C(C)C)C(C)C (DIPEA). Run in C(C)#N (acetonitrile), C1CCOC1 (THF). Reaction conditions: time 4 hour. Product: O=C1N(C(CC1)=O)OC(CCCCCCCCCCCCCCCCC(=O)OC(C)(C)C)=O (Octadecanedioic acid tert-butyl ester 2,5-dioxopyrrolidin-1-yl ester). As a reaction SMILES: [C:1]([O:5][C:6](=[O:26])[CH2:7][CH2:8][CH2:9][CH2:10][CH2:11][CH2:12][CH2:13][CH2:14][CH2:15][CH2:16][CH2:17][CH2:18][CH2:19][CH2:20][CH2:21][CH2:22][C:23]([OH:25])=[O:24])([CH3:4])([CH3:3])[CH3:2].[B-](F)(F)(F)F.CN(C(O[N:40]1[C:45](=[O:46])[CH2:44][CH2:43][C:41]1=[O:42])=[N+](C)C)C.CCN(C(C)C)C(C)C.Cl>C1COCC1.C(#N)C>[O:42]=[C:41]1[CH2:43][CH2:44][C:45](=[O:46])[N:40]1[O:24][C:23](=[O:25])[CH2:22][CH2:21][CH2:20][CH2:19][CH2:18][CH2:17][CH2:16][CH2:15][CH2:14][CH2:13][CH2:12][CH2:11][CH2:10][CH2:9][CH2:8][CH2:7][C:6]([O:5][C:1]([CH3:4])([CH3:2])[CH3:3])=[O:26] |f:1.2|. Procedure details: Octadecanedioic acid mono-tert-butyl ester (4.2 g, 0.011 mol) was dissolved in THF (20 mL), TSTU (4 g, 0.013 mol) in acetonitrile (20 mL) was added and pH of the solution was adjusted to 8 with dropwise addition of DIPEA. The mixture was stirred at RT for 4 h, then acidified with HCl (2M) to pH 3 and evaporated in vacuo. The residual oil was subsequently partitioned between ethyl acetate and HCl (0.1 M). The organic layer was dried (MgSO4), filtered and evaporated to dryness in vacuo. This affor... The yield is 7.1%. Solvent: O1CCCC1 (tetrahydrofuran). Procedure details: A solution of n-BuLi (6.2 mL, 2.5 M solution in hexane) was added drop-wise to a solution of 3-phenylfuran (1.5 g, 10.40 mmol) in dry tetrahydrofuran (100 mL) at −78° C. under nitrogen. It was warmed slowly to −40° C. over 45 min and stirred at this temperature for another 30 min. The mixture was cooled again to −78° C. followed by the dropwise addition of 4,4,5,5-tetramethyl-2-(propan-2-yloxy)-1,3,2-dioxaborolane (3.72 g, 19.99 mmol). After warming to room temperature, the mixture was quenched ... Reactants: [Li]CCCC (n-BuLi), C1(=CC=CC=C1)C1=COC=C1 (3-phenylfuran), CC1(OB(OC1(C)C)OC(C)C)C (4,4,5,5-tetramethyl-2-(propan-2-yloxy)-1,3,2-dioxaborolane). Reaction conditions: temperature -40 celsius, time 30 minute. As a reaction SMILES: [Li]CCCC.[C:6]1([C:12]2[CH:16]=[CH:15][O:14][CH:13]=2)[CH:11]=[CH:10][CH:9]=[CH:8][CH:7]=1.[CH3:17][C:18]1([CH3:29])[C:22]([CH3:24])([CH3:23])[O:21][B:20](OC(C)C)[O:19]1>O1CCCC1>[CH3:17][C:18]1([CH3:29])[C:22]([CH3:24])([CH3:23])[O:21][B:20]([C:15]2[O:14][CH:13]=[C:12]([C:6]3[CH:7]=[CH:8][CH:9]=[CH:10][CH:11]=3)[CH:16]=2)[O:19]1. The product is CC1(OB(OC1(C)C)C=1OC=C(C1)C1=CC=CC=C1)C (4,4,5,5-tetramethyl-2-(4-phenylfuran-2-yl)-1,3,2-dioxaborolane). Yield: 62.2%. Yields the product COC=1C=C2CN(CC2=CC1)C1=C(C=C2C(C(=CN(C2=C1F)C1CC1)C(=O)O)=O)F (7-(5-methoxy-2-isoindolinyl)-1-cyclopropyl-6,8-difluoro-1,4- dihydro-4-oxoquinoline-3-carboxylic acid). The reactants are C1(CC1)N1C=C(C(C2=CC(=C(C(=C12)F)F)F)=O)C(=O)O (1-cyclopropyl-6,7,8-trifluoro-1,4-dihydro-4- oxoquinoline-3-carboxylic acid), COC=1C=C2CNCC2=CC1 (5-methoxyisoindoline). Run in CN(C)C=O (DMF). Procedure details: 170 mg of 1-cyclopropyl-6,7,8-trifluoro-1,4-dihydro-4- oxoquinoline-3-carboxylic acid, 268 mg of 5-methoxyisoindoline, and 1.5 ml of anhydrous DMF were processed in the same manner as in Example 20 to produce 154 mg of the target compound. As a reaction SMILES: [CH:1]1([N:4]2[C:13]3[C:8](=[CH:9][C:10]([F:16])=[C:11](F)[C:12]=3[F:14])[C:7](=[O:17])[C:6]([C:18]([OH:20])=[O:19])=[CH:5]2)[CH2:3][CH2:2]1.[CH3:21][O:22][C:23]1[CH:24]=[C:25]2[C:29](=[CH:30][CH:31]=1)[CH2:28][NH:27][CH2:26]2>CN(C=O)C>[CH3:21][O:22][C:23]1[CH:24]=[C:25]2[C:29](=[CH:30][CH:31]=1)[CH2:28][N:27]([C:11]1[C:12]([F:14])=[C:13]3[C:8]([C:7](=[O:17])[C:6]([C:18]([OH:20])=[O:19])=[CH:5][N:4]3[CH:1]3[CH2:3][CH2:2]3)=[CH:9][C:10]=1[F:16])[CH2:26]2. Reactants: ClC=1N=CC2=C(N1)N(C=C(C2=O)C(=O)OCC)CC (ethyl 2-chloro-5,8-dihydro-8-ethyl-5-oxopyrido[2,3-d]pyrimidine-6-carboxylate), C([O-])(O)=O.[Na+] (sodium bicarbonate), C(C)(=O)N1CCNCC1 (1-acetylpiperazine). Reported procedure: A mixture containing 1.0 g of ethyl 2-chloro-5,8-dihydro-8-ethyl-5-oxopyrido[2,3-d]pyrimidine-6-carboxylate, 0.60 g of sodium bicarbonate, 20 ml of dimethyl sulfoxide, and 0.60 g of 1-acetylpiperazine was heated at 120°C for 1.5 hours with stirring. The dimethylsulfoxide was distilled off in vacuo and the residue was taken up in chloroform. The chloroform solution was washed with water, dried over anhydrous magnesium sulfate, and concentrated to dryness. The residual solid was recrystallized fro... Reaction SMILES: Cl[C:2]1[N:3]=[CH:4][C:5]2[C:11](=[O:12])[C:10]([C:13]([O:15][CH2:16][CH3:17])=[O:14])=[CH:9][N:8]([CH2:18][CH3:19])[C:6]=2[N:7]=1.C(=O)(O)[O-].[Na+].[C:25]([N:28]1[CH2:33][CH2:32][NH:31][CH2:30][CH2:29]1)(=[O:27])[CH3:26]>CS(C)=O>[C:25]([N:28]1[CH2:33][CH2:32][N:31]([C:2]2[N:3]=[CH:4][C:5]3[C:11](=[O:12])[C:10]([C:13]([O:15][CH2:16][CH3:17])=[O:14])=[CH:9][N:8]([CH2:18][CH3:19])[C:6]=3[N:7]=2)[CH2:30][CH2:29]1)(=[O:27])[CH3:26] |f:1.2|. Reaction conditions: temperature 120 celsius. The product is C(C)(=O)N1CCN(CC1)C=1N=CC2=C(N1)N(C=C(C2=O)C(=O)OCC)CC (Ethyl 2-(4-acetyl-1-piperazinyl)-5,8-dihydro-8-ethyl-5-oxopyrido[2,3-d]pyrimidine-6-carboxylate). Solvent: CS(=O)C (dimethyl sulfoxide).